From a dataset of the Open Reaction Database (ORD), a public repository of structured organic reaction records. describe an organic reaction: reactants, conditions, products, and yield The solvent is O1CCOCC1 (dioxane). Procedure: A solution of 4-(5-cyano-pyridin-2-ylamino)-piperidine-1-carboxylic acid tert-butyl ester (2.6 g, 8.60 mmol) in 4 M HCl in dioxane (20 mL) was stirred at rt for 1 h. The solvent was removed under reduced pressure and the crude product used in the consecutive step without further purification assuming quantitative deprotection and formation of the dihydrochloride salt. MS (ISP): 203.3 [M+H]+. Starting materials: C(C)(C)(C)OC(=O)N1CCC(CC1)NC1=NC=C(C=C1)C#N (4-(5-cyano-pyridin-2-ylamino)-piperidine-1-carboxylic acid tert-butyl ester), Cl (HCl). As a reaction SMILES: C(OC([N:8]1[CH2:13][CH2:12][CH:11]([NH:14][C:15]2[CH:20]=[CH:19][C:18]([C:21]#[N:22])=[CH:17][N:16]=2)[CH2:10][CH2:9]1)=O)(C)(C)C.[ClH:23]>O1CCOCC1>[ClH:23].[ClH:23].[NH:8]1[CH2:9][CH2:10][CH:11]([NH:14][C:15]2[CH:20]=[CH:19][C:18]([C:21]#[N:22])=[CH:17][N:16]=2)[CH2:12][CH2:13]1 |f:3.4.5|. Yields the product Cl.Cl.N1CCC(CC1)NC1=NC=C(C#N)C=C1 (6-(Piperidin-4-ylamino)-nicotinonitrile dihydrochloride). Reactants: COc1cc(N2CCC(N3CCNCC3)CC2)ccc1[N+](=O)[O-], FCCI, C1CCOC1. Yields the product COc1cc(N2CCC(N3CCN(CCF)CC3)CC2)ccc1[N+](=O)[O-]. RXN SMILES: [CH3:1][O:2][c:3]1[cH:4][c:5]([N:12]2[CH2:13][CH2:14][CH:15]([N:18]3[CH2:19][CH2:20][NH:21][CH2:22][CH2:23]3)[CH2:16][CH2:17]2)[cH:6][cH:7][c:8]1[N+:9](=[O:10])[O-:11].[I:24][CH2:25][CH2:26][F:27].[O:28]1[CH2:29][CH2:30][CH2:31][CH2:32]1>>[CH3:1][O:2][c:3]1[cH:4][c:5]([N:12]2[CH2:13][CH2:14][CH:15]([N:18]3[CH2:19][CH2:20][N:21]([CH2:25][CH2:26][F:27])[CH2:22][CH2:23]3)[CH2:16][CH2:17]2)[cH:6][cH:7][c:8]1[N+:9](=[O:10])[O-:11]. Run at time 16 hour. The solvent is CCO (EtOH). Reactants: C(=O)(OC(C)(C)C)NCCNC1=[N+](C=CC=C1)[O-] (2-[[2-(Boc-amino)ethyl]amino]pyridine-N-oxide), C1=CCCCC1 (cyclohexene). Procedure: 10% Pd/C (106.4 mg, 0.10 mmole) was added to a solution of 2-[[2-(Boc-amino)ethyl]amino]pyridine-N-oxide (126.7 mg, 0.5 mmole) and cyclohexene (0.25 mL, 0.25 mmole) in absolute EtOH (5 mL), and the mixture was heated to reflux. After 16 hr, the reaction was filtered through celite® and the filtrate was concentrated. The residue was combined with the residue obtained from a separate preparation (0.5 mmole scale), and the combined materials were purified by silica gel chromatography (5% MeOH/CHCl3... RXN SMILES: [C:1]([NH:8][CH2:9][CH2:10][NH:11][C:12]1[CH:17]=[CH:16][CH:15]=[CH:14][N+:13]=1[O-])([O:3][C:4]([CH3:7])([CH3:6])[CH3:5])=[O:2].C1CCCCC=1>CCO.[Pd]>[C:1]([NH:8][CH2:9][CH2:10][NH:11][C:12]1[CH:17]=[CH:16][CH:15]=[CH:14][N:13]=1)([O:3][C:4]([CH3:7])([CH3:6])[CH3:5])=[O:2]. Reagents/catalysts: [Pd] (Pd/C). Isolated yield 200.0%. Product: C(=O)(OC(C)(C)C)NCCNC1=NC=CC=C1 (2-[[2-(Boc-amino)ethyl]amino]pyridine). The reactants are [BH4-], Cc1cc(C(=O)N2CCCCc3ccccc32)ccc1C#N, CO, Cl[Co]Cl, [Na+]. Product: Cc1cc(C(=O)N2CCCCc3ccccc32)ccc1CN. Reaction SMILES: [BH4-:23].[CH3:1][c:2]1[c:3]([C:4]#[N:5])[cH:6][cH:7][c:8]([C:10](=[O:11])[N:12]2[c:13]3[c:14]([cH:19][cH:20][cH:21][cH:22]3)[CH2:15][CH2:16][CH2:17][CH2:18]2)[cH:9]1.[CH3:25][OH:26].[Co:27]([Cl:28])[Cl:29].[Na+:24]>>[CH3:1][c:2]1[c:3]([CH2:4][NH2:5])[cH:6][cH:7][c:8]([C:10](=[O:11])[N:12]2[c:13]3[c:14]([cH:19][cH:20][cH:21][cH:22]3)[CH2:15][CH2:16][CH2:17][CH2:18]2)[cH:9]1. Starting materials: OC1CCCC1, Cc1ccc(S(=O)(=O)Cl)cc1, c1ccncc1. Product: Cc1ccc(S(=O)(=O)OC2CCCC2)cc1. As a reaction SMILES: [OH:1][CH:2]1[CH2:3][CH2:4][CH2:5][CH2:6]1.[c:7]1([CH3:17])[cH:8][cH:9][c:10]([S:13](=[O:14])(=[O:15])[Cl:16])[cH:11][cH:12]1.[cH:18]1[cH:19][cH:20][n:21][cH:22][cH:23]1>>[O:1]([CH:2]1[CH2:3][CH2:4][CH2:5][CH2:6]1)[S:13]([c:10]1[cH:9][cH:8][c:7]([CH3:17])[cH:12][cH:11]1)(=[O:14])=[O:15].